This data is from the Open Reaction Database (ORD), a public repository of structured organic reaction records. The task is: describe an organic reaction: reactants, conditions, products, and yield As a reaction SMILES: [F:1][C:2]([F:16])([F:15])[CH2:3][O:4][C:5]1[CH:13]=[C:12]([F:14])[CH:11]=[CH:10][C:6]=1[C:7](O)=[O:8].[OH-].[Na+]>C1COCC1>[F:16][C:2]([F:1])([F:15])[CH2:3][O:4][C:5]1[CH:13]=[C:12]([F:14])[CH:11]=[CH:10][C:6]=1[CH2:7][OH:8] |f:1.2|. The solvent is C1CCOC1 (THF), C1CCOC1 (THF). Procedure: To a stirred solution of 2-(2,2,2-trifluoroethoxy)-4-fluorobenzoic acid (2.0 g, 8.4 mmol) from Step 1 above in THF (25 mL) at 0° C. was added BH3.THF complex (25 mL of a 1.0 M solution in THF, 25 mmol). The mixture was stirred at 0° C. for 30 min and then at ambient temperature for 6 h. Aqueous NaOH (20 mL of a 4 N solution, 80 mmol) was added and the solvents were removed under reduced pressure. The residue was partitioned between EtOAc (100 mL) and water (2×50 mL). The organic phase was dried ... Yields the product FC(COC1=C(CO)C=CC(=C1)F)(F)F (2-(2,2,2-trifluoroethoxy)-4-fluorobenzyl alcohol). Starting materials: FC(COC1=C(C(=O)O)C=CC(=C1)F)(F)F (2-(2,2,2-trifluoroethoxy)-4-fluorobenzoic acid), solution, [OH-].[Na+] (NaOH), solution. Run at temperature 0 celsius, time 30 minute. Starting materials: O=[N+]([O-])c1c(Cl)nc(SCc2ccccc2)nc1Cl, C1CCOC1, CCN(C(C)C)C(C)C, NC1CCOCC1. Yields the product O=[N+]([O-])c1c(Cl)nc(SCc2ccccc2)nc1NC1CCOCC1. As a reaction SMILES: [CH2:1]([c:2]1[cH:3][cH:4][cH:5][cH:6][cH:7]1)[S:8][c:9]1[n:10][c:11]([Cl:19])[c:12]([N+:16](=[O:17])[O-:18])[c:13]([Cl:15])[n:14]1.[CH2:36]1[O:37][CH2:38][CH2:39][CH2:40]1.[CH:20]([N:21]([CH2:22][CH3:23])[CH:24]([CH3:25])[CH3:26])([CH3:27])[CH3:28].[NH2:29][CH:30]1[CH2:31][CH2:32][O:33][CH2:34][CH2:35]1>>[CH2:1]([c:2]1[cH:3][cH:4][cH:5][cH:6][cH:7]1)[S:8][c:9]1[n:10][c:11]([NH:29][CH:30]2[CH2:31][CH2:32][O:33][CH2:34][CH2:35]2)[c:12]([N+:16](=[O:17])[O-:18])[c:13]([Cl:15])[n:14]1. Starting materials: BrC1=NC=CC=C1O (2-bromo-3-pyridinol), CI (CH3I), ice water, [OH-].[K+] (KOH). Solvent: CS(=O)C (DMSO), CS(=O)C (DMSO). The product is BrC1=NC=CC=C1OC (2-bromo-3-methoxypyridine). The yield is 68.2%. RXN SMILES: [Br:1][C:2]1[C:7]([OH:8])=[CH:6][CH:5]=[CH:4][N:3]=1.[OH-].[K+].[CH3:11]I>CS(C)=O>[Br:1][C:2]1[C:7]([O:8][CH3:11])=[CH:6][CH:5]=[CH:4][N:3]=1 |f:1.2|. Procedure: To a stirred mixture of 2-bromo-3-pyridinol (71.0 g) and pulverized KOH (77.8 g) in DMSO (500 mL) at 55°-60° C. and under N2 atmosphere was added dropwise a solution of CH3I (72.4 g) in DMSO (100 mL). After the addition was complete, the reaction was maintained at 55°-60° C. for 1/2 h. The mixture was then poured into ice water (800 g) and the precipitate filtered. The precipitate was triturated with Et2O (3×500 mL) and the combined extracts treated in turn with 1 N NaOH (500 mL), water (500 mL)... Reactants: crude mixture, 1-(4-phenylphenyl)ethyl-2-pyridyl-carbonate, C1(=CC=CC=C1)CCCCCC=1C(N(C=CC1)C(=O)[O-])=O (5-phenyl-pentyl-2-oxopyridine 1-carboxylate), N[C@@H]([C@@H](O)C)C(=O)O (L-allo-threonine), C(=O)(O)[O-].[Na+] (NaHCO3). Run in C1CCOC1 (THF), O (H2O). Reaction conditions: time 15 hour. Product: O[C@H]([C@@H](C(=O)O)NC(=O)OCCCCCC1=CC=CC=C1)C ((2S,3S)-3-hydroxy-2-(5-phenylpentoxycarbonylamino)-butanoic acid). Yield: 90.5%. Reaction SMILES: [NH2:1][C@H:2]([C:6]([OH:8])=[O:7])[C@H:3]([CH3:5])[OH:4].[C:9]([O-:12])(O)=[O:10].[Na+].[C:14]1([CH2:20][CH2:21][CH2:22][CH2:23][CH2:24]C2C(=O)N(C([O-])=O)C=CC=2)[CH:19]=[CH:18][CH:17]=[CH:16][CH:15]=1>O.C1COCC1>[OH:4][C@@H:3]([CH3:5])[C@H:2]([NH:1][C:9]([O:12][CH2:24][CH2:23][CH2:22][CH2:21][CH2:20][C:14]1[CH:19]=[CH:18][CH:17]=[CH:16][CH:15]=1)=[O:10])[C:6]([OH:8])=[O:7] |f:1.2|. Procedure: To a stirred mixture of L-allo-threonine (0.150 g, 1.25 mmol) and NaHCO3 (0.158 g, 1.89 mmol) in H2O (3.5 mL), the crude mixture containing 1-(4-phenylphenyl)ethyl-2-pyridyl-carbonate and 5-phenyl-pentyl-2-oxopyridine 1-carboxylate (0.538 g, 1.89 mmol) in THF (3.5 mL) was added. After 15 h at rt, the crude mixture was rotary evaporated to remove the organics and subsequently extracted with Et2O (3×5 mL). The aqueous phase was acidified with 2M HCl solution to pH 2-3 and subsequently extracted wi... The reactants are O=C(n1ccnc1)n1ccnc1, NCCNCc1ccccc1, Cc1ccccc1. Yields the product O=C1NCCN1Cc1ccccc1. RXN SMILES: [C:12](=[O:13])([n:14]1[cH:15][cH:16][n:17][cH:18]1)[n:19]1[cH:20][cH:21][n:22][cH:23]1.[CH2:1]([c:2]1[cH:3][cH:4][cH:5][cH:6][cH:7]1)[NH:8][CH2:9][CH2:10][NH2:11].[CH3:24][c:25]1[cH:26][cH:27][cH:28][cH:29][cH:30]1>>[CH2:1]([c:2]1[cH:3][cH:4][cH:5][cH:6][cH:7]1)[N:8]1[CH2:9][CH2:10][NH:11][C:12]1=[O:13]. Reactants: CN(C)C(=O)Oc2ccc1ccccc1c2 (substrate), c2ccc1ocnc1c2 (effective_coupling_partner). The reagents and catalysts are dcype. Run at temperature 120 celsius, time 12 hour. Yields the product c4ccc3cc(c2nc1ccccc1o2)ccc3c4. Starting materials: COCCCCC=1SC=CC1 (2-(4-methoxy-butyl)-thiophene), [Li+].CC(C)[N-]C(C)C (LDA), ClC1=NC(=NC=C1)NC1CC(NC(C1)(C)C)(C)C ((4-chloro-pyrimidin-2-yl)-(2,2,6,6-tetramethyl-piperidin-4-yl)-amine), solution, C([O-])(O)=O.[Na+] (sodium bicarbonate), COB(OC)OC (trimethylborate). The reagents and catalysts are C=1C=CC(=CC1)[P](C=2C=CC=CC2)(C=3C=CC=CC3)[Pd]([P](C=4C=CC=CC4)(C=5C=CC=CC5)C=6C=CC=CC6)([P](C=7C=CC=CC7)(C=8C=CC=CC8)C=9C=CC=CC9)[P](C=1C=CC=CC1)(C=1C=CC=CC1)C=1C=CC=CC1 (Pd(PPh3)4). Solvent: C1CCOC1 (THF), COCCOC (DME), COCCOC (DME). Conditions: temperature 100 celsius, time 5 minute. Product: Cl.COCCCCC1=CC=C(S1)C1=NC(=NC=C1)NC1CC(NC(C1)(C)C)(C)C ({4-[5-(4-Methoxy-butyl)-thiophen-2-yl]-pyrimidin-2-yl}-(2,2,6,6-tetramethyl-piperidin-4-yl)-amine hydrochloride). RXN SMILES: [CH3:1][O:2][CH2:3][CH2:4][CH2:5][CH2:6][C:7]1[S:8][CH:9]=[CH:10][CH:11]=1.[Li+].CC([N-]C(C)C)C.COB(OC)OC.[Cl:27][C:28]1[CH:33]=[CH:32][N:31]=[C:30]([NH:34][CH:35]2[CH2:40][C:39]([CH3:42])([CH3:41])[NH:38][C:37]([CH3:44])([CH3:43])[CH2:36]2)[N:29]=1.C(=O)(O)[O-].[Na+]>C1COCC1.C1C=CC([P]([Pd]([P](C2C=CC=CC=2)(C2C=CC=CC=2)C2C=CC=CC=2)([P](C2C=CC=CC=2)(C2C=CC=CC=2)C2C=CC=CC=2)[P](C2C=CC=CC=2)(C2C=CC=CC=2)C2C=CC=CC=2)(C2C=CC=CC=2)C2C=CC=CC=2)=CC=1.COCCOC>[ClH:27].[CH3:1][O:2][CH2:3][CH2:4][CH2:5][CH2:6][C:7]1[S:8][C:9]([C:32]2[CH:33]=[CH:28][N:29]=[C:30]([NH:34][CH:35]3[CH2:40][C:39]([CH3:42])([CH3:41])[NH:38][C:37]([CH3:44])([CH3:43])[CH2:36]3)[N:31]=2)=[CH:10][CH:11]=1 |f:1.2,5.6,10.11,^1:58,60,79,98|. Procedure details: A solution of 2-(4-methoxy-butyl)-thiophene (527 mg, 3.1 mmol) in 10 ml of THF was treated with LDA (2.3 ml of 1.5M solution in cyclohexane, 3.4 mmol) at −78° C. under nitrogen and the mixture was stirred for 5 minutes. Then, trimethylborate (0.379 ml, 3.4 mmol) was added in one portion and the cooling bath was removed. After 15 minutes, the mixture was quenched with 10 ml of saturated ammonium chloride solution and extracted twice with ether. The aqueous layer was then acidified with 2N-HCl and... The reactants are C(C)/C(/C=C/C(=O)OC)=C\CC (methyl (E,E)-4-ethyl-2,4-heptadienoate), C(=O)([O-])C(O)C(O)C(=O)[O-].[Na+].[K+] (potassium sodium tartrate), [H-].[Al+3].[Li+].[H-].[H-].[H-] (lithium aluminum hydride), resultant mixture, C(C)(=O)OCC (ethyl acetate). Solvent: C(C)OCC (ethyl ether), C(C)OCC (ethyl ether). Conditions: time 1 hour. Product: C(C)/C(/C=C/CO)=C\CC ((E,E)-4-ethyl-2,4-heptadien-1-ol). Isolated yield 91.8%. As a reaction SMILES: [H-].[Al+3].[Li+].[H-].[H-].[H-].[CH2:7](/[C:9](=[CH:16]\[CH2:17][CH3:18])/[CH:10]=[CH:11]/[C:12](OC)=[O:13])[CH3:8].C(OCC)(=O)C.C(C(C(C([O-])=O)O)O)([O-])=O.[Na+].[K+]>C(OCC)C>[CH2:7](/[C:9](=[CH:16]\[CH2:17][CH3:18])/[CH:10]=[CH:11]/[CH2:12][OH:13])[CH3:8] |f:0.1.2.3.4.5,8.9.10|. Procedure: To a suspension of lithium aluminum hydride (2.38 g) in ethyl ether (160 ml) was added a solution of methyl (E,E)-4-ethyl-2,4-heptadienoate (13.2 g) in ethyl ether (100 ml) while keeping the temperature below 30° C. When addition was completed, the mixture was allowed to stir at room temperature for one hour. To this resultant mixture at 10° C. were added dropwise ethyl acetate (50 ml) and a saturated aqueous solution of potassium sodium tartrate (50 ml). The separated organic layer was washed w... Procedure: 6-chloro-3'4'-dimethoxyhexanophenone and N-methyl-homoveratrylamine. 2-(3,4-Dimethoxyphenyl)-N-[3,4-dimethoxyphenyl)-propyl]-N-methyl-m-dithiane-2-propylamine oxalate (1:1) of melting point 116°-118° C. (from acetone); starting from 1,3-propanedithiol and 3',4'-dimethoxy-4-[[(3,4-dimethoxyphenyl)-propyl]-methylamino]-butyrophenone, obtained from 3,4-dimethoxy-γ-chlorobutyrophenone and 3-(3,4-dimethoxyphenyl)-N-methylpropylamine. Product: COC(CC(=O)C1=CC=CC=C1)C(Cl)OC (3,4-dimethoxy-γ-chlorobutyrophenone), COC=1C=C(C=CC1OC)CCCNC (3-(3,4-dimethoxyphenyl)-N-methylpropylamine). Reactants: C(CCS)S (1,3-propanedithiol), C(C(=O)O)(=O)O.CNCCCC1SCCCS1 (N-methyl-m-dithiane-2-propylamine oxalate), ClCCCCCC(=O)C1=CC(=C(C=C1)OC)OC (6-chloro-3'4'-dimethoxyhexanophenone), CNCCC1=CC(OC)=C(OC)C=C1 (N-methyl-homoveratrylamine), COC=1C=C(C=CC1OC)C(CCCN(C)CCCC1=CC(=C(C=C1)OC)OC)=O (3',4'-dimethoxy-4-[[(3,4-dimethoxyphenyl)-propyl]-methylamino]-butyrophenone). Run in CC(=O)C (acetone). RXN SMILES: [Cl:1]CCCCCC(C1C=CC(OC)=C(OC)C=1)=O.CNCCC1C=CC([O:29][CH3:30])=C(OC)C=1.[C:33]([OH:38])(=O)C(O)=O.CNCCCC1SCCCS1.C(S)CCS.CO[C:57]1[CH:58]=[C:59]([C:65](=[O:84])[CH2:66][CH2:67][CH2:68][N:69]([CH2:71][CH2:72][CH2:73][C:74]2[CH:79]=[CH:78][C:77]([O:80][CH3:81])=[C:76]([O:82][CH3:83])[CH:75]=2)C)[CH:60]=[CH:61][C:62]=1OC>CC(C)=O>[CH3:33][O:38][CH:67]([CH:68]([O:29][CH3:30])[Cl:1])[CH2:66][C:65]([C:59]1[CH:58]=[CH:57][CH:62]=[CH:61][CH:60]=1)=[O:84].[CH3:83][O:82][C:76]1[CH:75]=[C:74]([CH2:73][CH2:72][CH2:71][NH:69][CH3:68])[CH:79]=[CH:78][C:77]=1[O:80][CH3:81] |f:2.3|.